From a dataset of the Open Reaction Database (ORD), a public repository of structured organic reaction records. describe an organic reaction: reactants, conditions, products, and yield Starting materials: CC(C)=NO (propanone oxime), [H-].[Na+] (sodium hydride), CS(=O)C (dimethylsulphoxide), FC1=CC=C(C=C1)[N+](=O)[O-] (4-fluoronitrobenzene). The solvent is O1CCCC1 (tetrahydrofuran), O1CCCC1 (tetrahydrofuran), O (water). Conditions: time 2 hour. Product: C(C)(C)=NOC1=CC=C(C=C1)[N+](=O)[O-] (4-(Isopropylideneaminoxy)nitrobenzene). As a reaction SMILES: [CH3:1][C:2](=[N:4][OH:5])[CH3:3].[H-].[Na+].CS(C)=O.F[C:13]1[CH:18]=[CH:17][C:16]([N+:19]([O-:21])=[O:20])=[CH:15][CH:14]=1>O1CCCC1.O>[C:2](=[N:4][O:5][C:13]1[CH:18]=[CH:17][C:16]([N+:19]([O-:21])=[O:20])=[CH:15][CH:14]=1)([CH3:3])[CH3:1] |f:1.2|. Procedure details: A solution of propanone oxime (30 g, 0.4 mole) in dry tetrahydrofuran (300 ml) was added slowly to a suspension of sodium hydride (10.8 g, 0.45 mole) in dry tetrahydrofuran (50 ml). After gas evolution was complete, dimethylsulphoxide (100 ml) and 4-fluoronitrobenzene (57.85 g, 0.41 mole) were added and the reaction mixture was stirred at room temperature for 2 hours. The reaction mixture was then poured into water and extracted three times with ether. The combined ether extracts were washed wit... Reactants: Cl (HCl), C1(=CCCCCC1)C1=CC=C(C=C1)CCC(C(=O)NOC(CCCC)OC)(S(=O)(=O)C)C (4-(4-Cyclohept-1-en-1-ylphenyl)-N-[(1-methoxypentyl)oxy]-2-methyl-2-(methylsulfonyl)butanamide), CO (Methanol). The solvent is C(Cl)Cl (methylene chloride). Conditions: time 20 minute. The product is C1(=CCCCCC1)C1=CC=C(C=C1)CCC(C(=O)NO)(S(=O)(=O)C)C (4-(4-cyclohept-1-en-1-ylphenyl)-N-hydroxy-2-methyl-2-(methylsulfonyl)butanamide). Reaction SMILES: [C:1]1([C:8]2[CH:13]=[CH:12][C:11]([CH2:14][CH2:15][C:16]([CH3:32])([S:28]([CH3:31])(=[O:30])=[O:29])[C:17]([NH:19][O:20]C(OC)CCCC)=[O:18])=[CH:10][CH:9]=2)[CH2:7][CH2:6][CH2:5][CH2:4][CH2:3][CH:2]=1.Cl.CO>C(Cl)Cl>[C:1]1([C:8]2[CH:13]=[CH:12][C:11]([CH2:14][CH2:15][C:16]([CH3:32])([S:28]([CH3:31])(=[O:30])=[O:29])[C:17]([NH:19][OH:20])=[O:18])=[CH:10][CH:9]=2)[CH2:7][CH2:6][CH2:5][CH2:4][CH2:3][CH:2]=1. Reported procedure: 4-(4-Cyclohept-1-en-1-ylphenyl)-N-[(1-methoxypentyl)oxy]-2-methyl-2-(methylsulfonyl)butanamide (205 mg, 0.36 mmol) was dissolved in methylene chloride (4 mL) at ambient temperature. To this solution was added HCl (4M in 1,4-dioxane, 1.82 mL, 7.30 mmol) and the solution was stirred at rt for 20 minutes. Methanol (500 uL) was added followed by silica gel and the mixture was concentrated to dryness. The crude material was purified via silica gel chromatography eluting with methylene chloride/methan... The reactants are C1(=CC=CC=C1)OC(NC1=C(C=C(C=C1C)Cl)C)=O (phenyl-N-(4-chloro-2,6-dimethylphenyl)carbamate), CC(CCNCC1=CC=C(C=C1)CC(C)(C)C)(C)C (N-(3,3-dimethylbutyl)-4-(2,2-dimethylpropyl)benzenemethanamine), CCCCCC (hexane). The solvent is C1(=CC=CC=C1)C (toluene). Yields the product CC(CCN(C(=O)NC1=C(C=C(C=C1C)Cl)C)CC1=CC=C(C=C1)CC(C)(C)C)(C)C (1-[3,3-dimethylbutyl]-1-[[4-(2,2-dimethylpropyl)phenyl]methyl]-3-[4-chloro-2,6-dimethylphenyl]urea). As a reaction SMILES: C1(O[C:8](=[O:19])[NH:9][C:10]2[C:15]([CH3:16])=[CH:14][C:13]([Cl:17])=[CH:12][C:11]=2[CH3:18])C=CC=CC=1.[CH3:20][C:21]([CH3:38])([CH3:37])[CH2:22][CH2:23][NH:24][CH2:25][C:26]1[CH:31]=[CH:30][C:29]([CH2:32][C:33]([CH3:36])([CH3:35])[CH3:34])=[CH:28][CH:27]=1.CCCCCC>C1(C)C=CC=CC=1>[CH3:20][C:21]([CH3:38])([CH3:37])[CH2:22][CH2:23][N:24]([CH2:25][C:26]1[CH:31]=[CH:30][C:29]([CH2:32][C:33]([CH3:36])([CH3:35])[CH3:34])=[CH:28][CH:27]=1)[C:8]([NH:9][C:10]1[C:11]([CH3:18])=[CH:12][C:13]([Cl:17])=[CH:14][C:15]=1[CH3:16])=[O:19]. Procedure: A solution of 825 mg of phenyl-N-(4-chloro-2,6-dimethylphenyl)carbamate and 782 mg of N-(3,3-dimethylbutyl)-4-(2,2-dimethylpropyl)benzenemethanamine in 40 ml of toluene was heated to reflux for 1 hour, cooled, and the solution was washed with 1N sodium hydroxide, brine, dried, and evaporated to dryness to yield a solid. The solid was recystallized from hexane to yield 1-[3,3-dimethylbutyl]-1-[[4-(2,2-dimethylpropyl)phenyl]methyl]-3-[4-chloro-2,6-dimethylphenyl]urea as a white solid, mp 148°-150°... Reactants: [N+](=O)([O-])C=1C=C(C=CC1)C(C1=CNC2=NC=C(C=C21)C=2C=NC=CC2)OC (3-[(3-nitro-phenyl)-methoxy-methyl]-5-pyridin-3-yl-1H-pyrrolo[2,3-b]pyridine), FC(C(=O)O)(F)F (trifluoroacetic acid), C(C)[SiH](CC)CC (triethylsilane), C([O-])(O)=O.[Na+] (sodium bicarbonate). Run in C(C)#N (acetonitrile). Product: [N+](=O)([O-])C=1C=C(CC2=CNC3=NC=C(C=C32)C=3C=NC=CC3)C=CC1 (3-(3-nitro-benzyl)-5-pyridin-3-yl-1H-pyrrolo[2,3-b]pyridine). Procedure: To 3-[(3-nitro-phenyl)-methoxy-methyl]-5-pyridin-3-yl-1H-pyrrolo[2,3-b]pyridine (535, 431 mg, 1.20 mmol, per Example 26, Scheme 49 Step 1) in acetonitrile (130 mL), were added trifluoroacetic acid (18 mL, 230 mmol) and triethylsilane (36 mL, 230 mmol). The reaction was refluxed for three hours. The reaction mixture was poured into sodium bicarbonate solution and extracted with ethyl acetate. The organic layer was washed with brine, dried over anhydrous sodium sulfate and filtered. The filtrate w... RXN SMILES: [N+:1]([C:4]1[CH:5]=[C:6]([CH:10](OC)[C:11]2[C:19]3[C:14](=[N:15][CH:16]=[C:17]([C:20]4[CH:21]=[N:22][CH:23]=[CH:24][CH:25]=4)[CH:18]=3)[NH:13][CH:12]=2)[CH:7]=[CH:8][CH:9]=1)([O-:3])=[O:2].FC(F)(F)C(O)=O.C([SiH](CC)CC)C.C(=O)(O)[O-].[Na+]>C(#N)C>[N+:1]([C:4]1[CH:5]=[C:6]([CH:7]=[CH:8][CH:9]=1)[CH2:10][C:11]1[C:19]2[C:14](=[N:15][CH:16]=[C:17]([C:20]3[CH:21]=[N:22][CH:23]=[CH:24][CH:25]=3)[CH:18]=2)[NH:13][CH:12]=1)([O-:3])=[O:2] |f:3.4|. Reactants: Cl (HCl), CC1(C=2C=CC(=CC2C(=CC1)C1=CC=C(C=C1)C(F)(F)F)C#CC1=CC=C(C(=O)OCC)C=C1)C (ethyl 4-[(5,6-dihydro-5,5-dimethyl-8-(4-trifluoromethylphenyl)-2-naphthalenyl)ethynyl]benzoate), CC1(C=2C=CC(=CC2C(=CC1)C1=CC=C(C=C1)C(F)(F)F)C#CC1=CC=C(C(=O)OCC)C=C1)C (ethyl 4-[(5,6-dihydro-5,5-dimethyl-8-(4-trifluoromethylphenyl)-2-naphthalenyl)ethynyl]benzoate), [OH-].[Na+] (NaOH), CCO (EtOH). Run in C1CCOC1 (THF). Reaction conditions: temperature 50 celsius. The product is CC1(C=2C=CC(=CC2C(=CC1)C1=CC=C(C=C1)OC)C#CC1=CC=C(C(=O)O)C=C1)C (4-[(5,6-Dihydro-5,5-dimethyl-8-(4-methoxyphenyl)-2-naphthalenyl)ethynyl]benzoic acid). RXN SMILES: [CH3:1][C:2]1([CH3:35])[CH2:11][CH:10]=[C:9]([C:12]2[CH:17]=[CH:16][C:15](C(F)(F)F)=[CH:14][CH:13]=2)[C:8]2[CH:7]=[C:6]([C:22]#[C:23][C:24]3[CH:34]=[CH:33][C:27]([C:28]([O:30]CC)=[O:29])=[CH:26][CH:25]=3)[CH:5]=[CH:4][C:3]1=2.[OH-].[Na+].Cl.C[CH2:40][OH:41]>C1COCC1>[CH3:35][C:2]1([CH3:1])[CH2:11][CH:10]=[C:9]([C:12]2[CH:17]=[CH:16][C:15]([O:41][CH3:40])=[CH:14][CH:13]=2)[C:8]2[CH:7]=[C:6]([C:22]#[C:23][C:24]3[CH:34]=[CH:33][C:27]([C:28]([OH:30])=[O:29])=[CH:26][CH:25]=3)[CH:5]=[CH:4][C:3]1=2 |f:1.2|. Procedure: To a solution of ethyl 4-[(5,6-dihydro-5,5-dimethyl-8-(4-trifluoromethylphenyl)-2-naphthalenyl)ethynyl]benzoate (Compound 9) 70.0 mg (0.148 mmol) in 3 ml of EtOH and 2 ml of THF was added 60.0 mg (1.50 mmol, 1.50 ml) of NaOH (1.0M aqueous solution). The solution was heated to 50° C. for 2 hours, cooled to room temperature, and acidified with 10% HCl. Extraction with EtOAc, followed by drying over Na2SO4, and removal of the solvents under reduced pressure afforded the title compound as a colorles...